From a dataset of the Open Reaction Database (ORD), a public repository of structured organic reaction records. describe an organic reaction: reactants, conditions, products, and yield Reactants: ClC=1N=NC(=CC1)C1=CC=C(C=C1)C(F)(F)F (3-chloro-6-(α,α,α-trifluoro-p-tolyl)pyridazine), C(CC)(=O)NN (propionic acid hydrazide). Solvent: C(CCC)O (butanol). Yields the product C(C)C1=NN=C2N1N=C(C=C2)C2=CC=C(C=C2)C(F)(F)F (3-ethyl-6-(α,α,α-trifluoro-p-tolyl)-1,2,4-triazolo[4,3-b]pyridazine). Reaction SMILES: Cl[C:2]1[N:3]=[N:4][C:5]([C:8]2[CH:13]=[CH:12][C:11]([C:14]([F:17])([F:16])[F:15])=[CH:10][CH:9]=2)=[CH:6][CH:7]=1.[C:18]([NH:22][NH2:23])(=O)[CH2:19][CH3:20]>C(O)CCC>[CH2:19]([C:18]1[N:3]2[N:4]=[C:5]([C:8]3[CH:13]=[CH:12][C:11]([C:14]([F:17])([F:16])[F:15])=[CH:10][CH:9]=3)[CH:6]=[CH:7][C:2]2=[N:23][N:22]=1)[CH3:20]. Procedure: As in Example 65, 5.0 g. of 3-chloro-6-(α,α,α-trifluoro-p-tolyl)pyridazine and 3.40 g. of propionic acid hydrazide in 100 ml. of butanol is refluxed for 48 hr. to give 3.1 g of white crystals (from CHCl3 -hexane), m.p. 194°-196° C. Starting materials: ClCCl, FC1(F)CCC2(C=Cc3cccnc3O2)CC1, [Na+], O=C([O-])O. Reaction SMILES: [Cl:23][CH2:24][Cl:25].[F:1][C:2]1([F:17])[CH2:3][CH2:4][C:5]2([CH2:6][CH2:7]1)[CH:8]=[CH:9][c:10]1[c:11]([n:12][cH:13][cH:14][cH:15]1)[O:16]2.[Na+:22].[O-:18][C:19]([OH:20])=[O:21]>>[F:1][C:2]1=[CH:3][CH2:4][C:5]2([CH2:6][CH2:7]1)[CH:8]=[CH:9][c:10]1[c:11]([n:12][cH:13][cH:14][cH:15]1)[O:16]2. The product is FC1=CCC2(C=Cc3cccnc3O2)CC1.